Dataset: the Open Reaction Database (ORD), a public repository of structured organic reaction records. Task: describe an organic reaction: reactants, conditions, products, and yield Yields the product CCOC(=O)CCC(NC(=O)c1ccc(NCCCc2c(N(C(C)=O)C(C)=O)nc(NC(C)=O)[nH]c2=O)c(OC)c1)C(=O)OCC. Reaction SMILES: [C:26]([CH3:27])(=[O:28])[NH:29][c:30]1[nH:31][c:32](=[O:47])[c:33]([CH2:43][CH2:44][CH:45]=[O:46])[c:34]([N:36]([C:37]([CH3:38])=[O:39])[C:40]([CH3:41])=[O:42])[n:35]1.[C:52]([BH3-:53])#[N:54].[CH3:48][C:49](=[O:50])[OH:51].[CH3:56][CH2:57][OH:58].[CH3:59][OH:60].[NH2:1][c:2]1[c:3]([O:24][CH3:25])[cH:4][c:5]([C:6](=[O:7])[NH:8][CH:9]([CH2:10][CH2:11][C:12](=[O:13])[O:14][CH2:15][CH3:16])[C:17](=[O:18])[O:19][CH2:20][CH3:21])[cH:22][cH:23]1.[Na+:55]>>[NH:1]([c:2]1[c:3]([O:24][CH3:25])[cH:4][c:5]([C:6](=[O:7])[NH:8][CH:9]([CH2:10][CH2:11][C:12](=[O:13])[O:14][CH2:15][CH3:16])[C:17](=[O:18])[O:19][CH2:20][CH3:21])[cH:22][cH:23]1)[CH2:45][CH2:44][CH2:43][c:33]1[c:32](=[O:47])[nH:31][c:30]([NH:29][C:26]([CH3:27])=[O:28])[n:35][c:34]1[N:36]([C:37]([CH3:38])=[O:39])[C:40]([CH3:41])=[O:42]. Reactants: CC(=O)Nc1nc(N(C(C)=O)C(C)=O)c(CCC=O)c(=O)[nH]1, [BH3-]C#N, CC(=O)O, CCO, CO, CCOC(=O)CCC(NC(=O)c1ccc(N)c(OC)c1)C(=O)OCC, [Na+]. The reactants are COC(=O)c1c(-c2ccc(Cl)cc2)c(-c2ccccc2)c2n1CCC2, O=S(=O)(O)Cl, CC(Cl)Cl, N, O. Product: COC(=O)c1c(-c2ccc(Cl)cc2)c(-c2ccc(S(N)(=O)=O)cc2)c2n1CCC2. As a reaction SMILES: [Cl:1][c:2]1[cH:3][cH:4][c:5](-[c:8]2[c:9](-[c:20]3[cH:21][cH:22][cH:23][cH:24][cH:25]3)[c:10]3[n:14]([c:15]2[C:16](=[O:17])[O:18][CH3:19])[CH2:13][CH2:12][CH2:11]3)[cH:6][cH:7]1.[Cl:26][S:27](=[O:28])(=[O:29])[OH:30].[Cl:33][CH:34]([Cl:35])[CH3:36].[NH3:31].[OH2:32]>>[Cl:1][c:2]1[cH:3][cH:4][c:5](-[c:8]2[c:9](-[c:20]3[cH:21][cH:22][c:23]([S:27](=[O:28])(=[O:30])[NH2:31])[cH:24][cH:25]3)[c:10]3[n:14]([c:15]2[C:16](=[O:17])[O:18][CH3:19])[CH2:13][CH2:12][CH2:11]3)[cH:6][cH:7]1. Reactants: O=[N+]([O-])c1ccc(N2CC3CC2CN3Cc2ccccc2)c(F)c1, CCO, NN, O. Yields the product Nc1ccc(N2CC3CC2CN3Cc2ccccc2)c(F)c1. As a reaction SMILES: [CH2:4]([c:5]1[cH:6][cH:7][cH:8][cH:9][cH:10]1)[N:11]1[CH:12]2[CH2:13][N:14]([c:18]3[c:19]([F:27])[cH:20][c:21]([N+:24]([O-:25])=[O:26])[cH:22][cH:23]3)[CH:15]([CH2:16]1)[CH2:17]2.[CH3:28][CH2:29][OH:30].[NH2:2][NH2:3].[OH2:1]>>[CH2:4]([c:5]1[cH:6][cH:7][cH:8][cH:9][cH:10]1)[N:11]1[CH:12]2[CH2:13][N:14]([c:18]3[c:19]([F:27])[cH:20][c:21]([NH2:24])[cH:22][cH:23]3)[CH:15]([CH2:16]1)[CH2:17]2. The reactants are CC(C)(C)OC(=O)Cc1ccc(N)cc1, CN1CCOCC1, CN(C)C=O, O, O=C(O)c1ccc2cc[nH]c2c1. Product: CC(C)(C)OC(=O)Cc1ccc(NC(=O)c2ccc3cc[nH]c3c2)cc1. RXN SMILES: [C:20]([CH3:21])([CH3:22])([CH3:23])[O:24][C:25]([CH2:26][c:27]1[cH:28][cH:29][c:30]([NH2:33])[cH:31][cH:32]1)=[O:34].[CH3:13][N:14]1[CH2:15][CH2:16][O:17][CH2:18][CH2:19]1.[CH3:36][N:37]([CH3:38])[CH:39]=[O:40].[OH2:35].[nH:1]1[cH:2][cH:3][c:4]2[cH:5][cH:6][c:7]([C:10](=[O:11])[OH:12])[cH:8][c:9]12>>[nH:1]1[cH:2][cH:3][c:4]2[cH:5][cH:6][c:7]([C:10](=[O:12])[NH:33][c:30]3[cH:29][cH:28][c:27]([CH2:26][C:25]([O:24][C:20]([CH3:21])([CH3:22])[CH3:23])=[O:34])[cH:32][cH:31]3)[cH:8][c:9]12. Reactants: C(C)(=O)OCC(COC1=C(C(=CC=C1)N)C#N)(C)C (3-(3-amino-2-cyanophenoxy)-2,2-dimethylpropyl acetate), S(N)(=O)(=O)Cl (sulfamoyl chloride). Yields the product C(C)(=O)OCC(COC1=C(C(=CC=C1)NS(N)(=O)=O)C#N)(C)C (3-(2-cyano-3-(sulfamoylamino)phenoxy)-2,2-dimethylpropyl acetate). The yield is 60.0%. RXN SMILES: [C:1]([O:4][CH2:5][C:6]([CH3:19])([CH3:18])[CH2:7][O:8][C:9]1[CH:14]=[CH:13][CH:12]=[C:11]([NH2:15])[C:10]=1[C:16]#[N:17])(=[O:3])[CH3:2].[S:20](Cl)(=[O:23])(=[O:22])[NH2:21]>>[C:1]([O:4][CH2:5][C:6]([CH3:19])([CH3:18])[CH2:7][O:8][C:9]1[CH:14]=[CH:13][CH:12]=[C:11]([NH:15][S:20](=[O:23])(=[O:22])[NH2:21])[C:10]=1[C:16]#[N:17])(=[O:3])[CH3:2]. Procedure details: Prepared as in Example 215a from 3-(3-amino-2-cyanophenoxy)-2,2-dimethylpropyl acetate (Example 233b) and sulfamoyl chloride in 60% yield. 1H NMR (400 MHz, DMSO-d6) δ 0.99 (s, 6H), 1.98 (s, 3H), 3.85 (s, 2H), 3.91 (s, 2H), 6.91 (d, J=8.4 Hz, 1H), 7.12 (d, J=8.0 Hz, 1H), 7.23 (s, 2H), 7.52 (t, J=8.0 Hz, 1H), 9.45 (s, 1H). The reactants are C(C)(C)(C)O[C@H](C(=O)OC)C1=C2N3CCC(OCCCC[C@@H](OC=4C=C(C(=CC4C4=CC=CC(C5=CN2C(C=C1C)=N5)=C4)F)C)C)(CC3)C (methyl(2S)-2-(tert-butoxy)-2-[(22S)-17-fluoro-4,18,22,28-tetramethyl-21,27-dioxa-1,7,34-triazahexacyclo[26.2.2.16,9.110,14.02,7.015,20]tetratriaconta-2,4,6(34),8,10(33),11,13,15(20),16,18-decaen-3-yl]acetate), C(C)(C)(C)O[C@H](C(=O)O)C1=C2N3CCC(OCC=CC[C@@H](OC=4C=C(C=CC4C4=CC=CC(C5=CN2C(C=C1C)=N5)=C4)F)C)(CC3)C ((2S)-2-(tert-butoxy)-2-[(22S)-18-fluoro-4,22,28-trimethyl-21,27-dioxa-1,7,34-triazahexacyclo[26.2.2.16,9.110,14.02,7.015,20]tetratriaconta-2,4,6(34),8,10(33),11,13,15(20),16,18,24-undecaen-3-yl]acetic acid). The product is C(C)(C)(C)O[C@H](C(=O)O)C1=C2N3CCC(OCCCC[C@@H](OC=4C=C(C(=CC4C4=CC=CC(C5=CN2C(C=C1C)=N5)=C4)F)C)C)(CC3)C ((2S)-2-(tert-Butoxy)-2-[(22S)-17-fluoro-4,18,22,28-tetramethyl-21,27-dioxa-1,7,34-triazahexacyclo[26.2.2.16,9.110,14.02,7.015,20]tetratriaconta-2,4,6(34),8,10(33),11,13,15(20),16,18-decaen-3-yl]acetic acid). Isolated yield 100.0%. As a reaction SMILES: [C:1]([O:5][C@@H:6]([C:11]1[C:40]([CH3:41])=[CH:39][C:38]2=[N:42][C:35]3=[CH:36][N:37]2[C:12]=1[N:13]1[CH2:48][CH2:47][C:16]([CH3:49])([O:17][CH2:18][CH2:19][CH2:20][CH2:21][C@H:22]([CH3:46])[O:23][C:24]2[CH:25]=[C:26]([CH3:45])[C:27]([F:44])=[CH:28][C:29]=2[C:30]2[CH:43]=[C:34]3[CH:33]=[CH:32][CH:31]=2)[CH2:15][CH2:14]1)[C:7]([O:9]C)=[O:8])([CH3:4])([CH3:3])[CH3:2].C(O[C@@H](C1C(C)=CC2=NC3=CN2C=1N1CCC(C)(OCC=CC[C@H](C)OC2C=C(F)C=CC=2C2C=C3C=CC=2)CC1)C(O)=O)(C)(C)C>>[C:1]([O:5][C@@H:6]([C:11]1[C:40]([CH3:41])=[CH:39][C:38]2=[N:42][C:35]3=[CH:36][N:37]2[C:12]=1[N:13]1[CH2:14][CH2:15][C:16]([CH3:49])([O:17][CH2:18][CH2:19][CH2:20][CH2:21][C@H:22]([CH3:46])[O:23][C:24]2[CH:25]=[C:26]([CH3:45])[C:27]([F:44])=[CH:28][C:29]=2[C:30]2[CH:43]=[C:34]3[CH:33]=[CH:32][CH:31]=2)[CH2:47][CH2:48]1)[C:7]([OH:9])=[O:8])([CH3:4])([CH3:2])[CH3:3]. Procedure: Prepared in 100% yield from methyl(2S)-2-(tert-butoxy)-2-[(22S)-17-fluoro-4,18,22,28-tetramethyl-21,27-dioxa-1,7,34-triazahexacyclo[26.2.2.16,9.110,14.02,7.015,20]tetratriaconta-2,4,6(34),8,10(33),11,13,15(20),16,18-decaen-3-yl]acetate following the procedure for (2S)-2-(tert-butoxy)-2-[(22S)-18-fluoro-4,22,28-trimethyl-21,27-dioxa-1,7,34-triazahexacyclo[26.2.2.16,9.110,14.02,7.015,20]tetratriaconta-2,4,6(34),8,10(33),11,13,15(20),16,18,24-undecaen-3-yl]acetic acid. 1H NMR (600 MHz, DMSO-d6) δ 8...